Dataset: the Open Reaction Database (ORD), a public repository of structured organic reaction records. Task: describe an organic reaction: reactants, conditions, products, and yield The reactants are [H][H] (hydrogen), Cl (hydrochloric acid), CC(C)C(CCC(=O)O)C(C1=CC=CC=C1)=O (4-(2-Propyl)-5-oxo-5-phenylpentanoic acid). The reagents and catalysts are [C].[Pd] (palladium-carbon). Run in C(C)(=O)O (acetic acid). Yields the product CC(C)C(CCC(=O)O)CC1=CC=CC=C1 (4-(2-propyl)-5-phenylpentanoic acid). Isolated yield 86.7%. RXN SMILES: [CH3:1][CH:2]([CH:4]([C:10](=O)[C:11]1[CH:16]=[CH:15][CH:14]=[CH:13][CH:12]=1)[CH2:5][CH2:6][C:7]([OH:9])=[O:8])[CH3:3].[H][H].Cl>[C].[Pd].C(O)(=O)C>[CH3:3][CH:2]([CH:4]([CH2:10][C:11]1[CH:12]=[CH:13][CH:14]=[CH:15][CH:16]=1)[CH2:5][CH2:6][C:7]([OH:9])=[O:8])[CH3:1] |f:3.4|. Procedure: 4-(2-Propyl)-5-oxo-5-phenylpentanoic acid (5.50 g, 23.5 mmol) was subjected to hydrogen catalytic reduction at room temperature by the use of 10% palladium-carbon (0.6 g) as catalyst in a mixed solvent of acetic acid (60 ml) and 35% hydrochloric acid (3 ml). The catalyst was filtered off and the filtrate was concentrated under reduced pressure to obtain 4.49 g of 4-(2-propyl)-5-phenylpentanoic acid. Reactants: ClC1=CC(=CN=N1)C(=O)Cl (6-chloropyridazine-4-carbonyl chloride), CNC (dimethylamine). Solvent: C(Cl)Cl (methylene chloride), C1CCOC1 (THF). Run at time 1 hour. Product: ClC1=CC(=CN=N1)C(=O)N(C)C (6-chloro-N,N-dimethylpyridazine-4-carboxamide). As a reaction SMILES: [Cl:1][C:2]1[N:7]=[N:6][CH:5]=[C:4]([C:8](Cl)=[O:9])[CH:3]=1.[CH3:11][NH:12][CH3:13]>C(Cl)Cl.C1COCC1>[Cl:1][C:2]1[N:7]=[N:6][CH:5]=[C:4]([C:8]([N:12]([CH3:13])[CH3:11])=[O:9])[CH:3]=1. Procedure details: The 6-chloropyridazine-4-carbonyl chloride (0.18 g, 1.04 mmol was dissolved in methylene chloride (12.0 mL) and a 2.0 M dimethylamine in THF (1.4 mL) was added at room temperature. The reaction was stirred for 1 h and was complete. The reaction was partitioned between EtOAc and water. The organic layer was washed with 1 N HCl, brine, dried over magnesium sulfate and concentrated to give the crude product as an amber oil. The product was purified by chromatography on silica gel eluting with hexan... Starting materials: CN1C=CC2=CC=CC(=C12)CC(=O)N (2-(1-methyl-1H-indol-7-yl)-acetamide), COC(C(=O)C1=CNC2=CC(=CC=C12)F)=O ((6-fluoro-1H-indol-3-yl)-oxo-acetic acid methyl ester), solution, CC(C)([O-])C.[K+] (potassium-tert-butoxide), C1CCOC1 (THF). The solvent is CN(C)C=O (DMF). Yields the product FC1=CC=C2C(=CNC2=C1)C=1C(NC(C1C=1C=CC=C2C=CN(C12)C)=O)=O (3-(6-Fluoro-1H-indol-3-yl)-4-(1-methyl-1H-indol-7-yl)-pyrrole-2,5-dione). Reaction SMILES: [CH3:1][N:2]1[C:10]2[C:5](=[CH:6][CH:7]=[CH:8][C:9]=2[CH2:11][C:12]([NH2:14])=[O:13])[CH:4]=[CH:3]1.C[O:16][C:17](=O)[C:18]([C:20]1[C:28]2[C:23](=[CH:24][C:25]([F:29])=[CH:26][CH:27]=2)[NH:22][CH:21]=1)=O.CC(C)([O-])C.[K+].C1COCC1>CN(C=O)C>[F:29][C:25]1[CH:24]=[C:23]2[C:28]([C:20]([C:18]3[C:17](=[O:16])[NH:14][C:12](=[O:13])[C:11]=3[C:9]3[CH:8]=[CH:7][CH:6]=[C:5]4[C:10]=3[N:2]([CH3:1])[CH:3]=[CH:4]4)=[CH:21][NH:22]2)=[CH:27][CH:26]=1 |f:2.3|. Reported procedure: To a solution of 2-(1-methyl-1H-indol-7-yl)-acetamide (0.466 g, 2.48 mmol) and (6-fluoro-1H-indol-3-yl)-oxo-acetic acid methyl ester (0.543 g, 2.45 mmol) in DMF (40 mL) under N2 was added a 1.0 M solution of potassium-tert-butoxide in THF (8.6 mL, 8.6 mmol) dropwise over 5 minutes. The mixture was heated at 65–70° C. for 15 h. The mixture was cooled to room temperature, quenched with 1N HCl (excess) and poured into EtOAc. The organic layer was separated, washed with water (3×), saturated aq NaHC...